From a dataset of the Open Reaction Database (ORD), a public repository of structured organic reaction records. describe an organic reaction: reactants, conditions, products, and yield Reactants: ClCCl, Clc1ccc(OC2CCN(Cc3ccccc3)CC2)cc1Cl, O=C(Cl)Cl. Yields the product O=C(Cl)N1CCC(Oc2ccc(Cl)c(Cl)c2)CC1. Reaction SMILES: [CH2:27]([Cl:28])[Cl:29].[CH2:5]([c:6]1[cH:7][cH:8][cH:9][cH:10][cH:11]1)[N:12]1[CH2:13][CH2:14][CH:15]([O:18][c:19]2[cH:20][c:21]([Cl:26])[c:22]([Cl:25])[cH:23][cH:24]2)[CH2:16][CH2:17]1.[Cl:1][C:2]([Cl:3])=[O:4]>>[Cl:1][C:2](=[O:4])[N:12]1[CH2:13][CH2:14][CH:15]([O:18][c:19]2[cH:20][c:21]([Cl:26])[c:22]([Cl:25])[cH:23][cH:24]2)[CH2:16][CH2:17]1. Reactants: COCCCN (3-methoxypropylamine), FC1=C(C(=CC=C1)OC)[N+](=O)[O-] (1-fluoro-3-methoxy-2-nitrobenzene). The solvent is CN(C=O)C (N,N-dimethylforamide), CN(C=O)C (N,N-dimethylforamide). Run at temperature -15 celsius. Product: COC=1C(=C(NCCCOC)C=CC1)[N+](=O)[O-] (3-methoxy-N-(3-methoxypropyl)-2-nitroaniline). Isolated yield 79.8%. Reaction SMILES: F[C:2]1[CH:7]=[CH:6][CH:5]=[C:4]([O:8][CH3:9])[C:3]=1[N+:10]([O-:12])=[O:11].[CH3:13][O:14][CH2:15][CH2:16][CH2:17][NH2:18]>CN(C)C=O>[CH3:9][O:8][C:4]1[C:3]([N+:10]([O-:12])=[O:11])=[C:2]([CH:7]=[CH:6][CH:5]=1)[NH:18][CH2:17][CH2:16][CH2:15][O:14][CH3:13]. Procedure: Into a 25 mL round bottomed was added 1-fluoro-3-methoxy-2-nitrobenzene (500 mg, 2.92 mmol) and N,N-dimethylforamide (5.8 mL). The flask was cooled to −15° C. and 3-methoxypropylamine (313 mg, 3.5 mmol) in N,N-dimethylforamide (2.2 mL) was slowly added. The reaction was allowed to warm to room temperature overnight. Solvent was removed under vacuum and the residue was purified by column chromatography (20% ethylacetate:hexanes) to give 3-methoxy-N-(3-methoxypropyl)-2-nitroaniline (37A) as a yell... Conditions: temperature 60 celsius, time 30 minute. Solvent: FC(C(=O)O)(F)F (trifluoroacetic acid). Reactants: C1=CC=CC=2SC3=C(C21)C=CC=C3 (Dibenzothiophene), OO (hydrogen peroxide), O (water). Yields the product C1=CC=CC=2S(C3=C(C21)C=CC=C3)=O (dibenzothiophene-S-oxide). Reported procedure: Dibenzothiophene (20.0 g) is suspended in 80.0 ml of trifluoroacetic acid at room temperature. Into the suspension is slowly dropped 12.4 ml of 30% aqueous hydrogen peroxide while cooling with ice so as to maintain the reaction temperature around 60° C. After completion of dropping, the reaction solution is stirred at room temperature for 30 minutes. After the reaction, the reaction solution is added to 1,000 ml of water to precipitate crystals. The crystals are recovered by filtration and washe... Reaction SMILES: [CH:1]1[C:9]2[C:8]3[CH:10]=[CH:11][CH:12]=[CH:13][C:7]=3[S:6][C:5]=2[CH:4]=[CH:3][CH:2]=1.[OH:14]O.O>FC(F)(F)C(O)=O>[CH:1]1[C:9]2[C:8]3[CH:10]=[CH:11][CH:12]=[CH:13][C:7]=3[S:6](=[O:14])[C:5]=2[CH:4]=[CH:3][CH:2]=1. The reactants are C1CCOC1, OCc1cc(Oc2ccc3nc(NCC4CCCCC4)oc3c2)ccn1, O=C1NC(=O)c2ccccc21, CC(C)OC(=O)N=NC(=O)OC(C)C, c1ccc(P(c2ccccc2)c2ccccc2)cc1. Product: O=C1c2ccccc2C(=O)N1Cc1cc(Oc2ccc3nc(NCC4CCCCC4)oc3c2)ccn1. As a reaction SMILES: [CH2:71]1[O:72][CH2:73][CH2:74][CH2:75]1.[CH:1]1([CH2:7][NH:8][c:9]2[o:10][c:11]3[c:12]([n:13]2)[cH:14][cH:15][c:16]([O:18][c:19]2[cH:20][c:21]([CH2:25][OH:26])[n:22][cH:23][cH:24]2)[cH:17]3)[CH2:2][CH2:3][CH2:4][CH2:5][CH2:6]1.[O:46]=[C:47]1[NH:48][C:49](=[O:50])[c:51]2[cH:52][cH:53][cH:54][cH:55][c:56]21.[O:57]=[C:58]([O:59][CH:60]([CH3:61])[CH3:62])[N:63]=[N:64][C:65]([O:66][CH:67]([CH3:68])[CH3:69])=[O:70].[c:27]1([P:28]([c:29]2[cH:30][cH:31][cH:32][cH:33][cH:34]2)[c:35]2[cH:36][cH:37][cH:38][cH:39][cH:40]2)[cH:41][cH:42][cH:43][cH:44][cH:45]1>>[CH:1]1([CH2:7][NH:8][c:9]2[o:10][c:11]3[c:12]([n:13]2)[cH:14][cH:15][c:16]([O:18][c:19]2[cH:20][c:21]([CH2:25][N:48]4[C:47](=[O:46])[c:56]5[c:51]([cH:52][cH:53][cH:54][cH:55]5)[C:49]4=[O:50])[n:22][cH:23][cH:24]2)[cH:17]3)[CH2:2][CH2:3][CH2:4][CH2:5][CH2:6]1. Starting materials: BrC(Br)Br, CC(C)(C)ON=O, CCCCc1nc(C#N)c(N)n1CC(C)C, O. Product: CCCCc1nc(C#N)c(Br)n1CC(C)C. Reaction SMILES: [CH:25]([Br:26])([Br:27])[Br:28].[N:1]([O:2][C:3]([CH3:4])([CH3:5])[CH3:6])=[O:7].[NH2:8][c:9]1[c:10]([C:22]#[N:23])[n:11][c:12]([CH2:18][CH2:19][CH2:20][CH3:21])[n:13]1[CH2:14][CH:15]([CH3:16])[CH3:17].[OH2:24]>>[c:9]1([Br:26])[c:10]([C:22]#[N:23])[n:11][c:12]([CH2:18][CH2:19][CH2:20][CH3:21])[n:13]1[CH2:14][CH:15]([CH3:16])[CH3:17]. The reactants are crude product, C(CCCC)(=O)Cl (valeryl chloride), Cl (hydrochloric acid), ClC1=CC(=CC=C1)Cl (m-dichlorobenzene), [Cl-].[Al+3].[Cl-].[Cl-] (aluminum chloride), product. Run in O (water). Yields the product ClC(C(=O)C1=CC=CC=C1)CC(C)Cl (2,4-Dichlorovalerophenone). As a reaction SMILES: [C:1](Cl)(=[O:6])[CH2:2][CH2:3][CH2:4][CH3:5].Cl[C:9]1[CH:14]=[CH:13][CH:12]=[C:11](Cl)[CH:10]=1.[Cl-:16].[Al+3].[Cl-:18].[Cl-].Cl>O>[Cl:16][CH:2]([CH2:3][CH:4]([Cl:18])[CH3:5])[C:1]([C:9]1[CH:14]=[CH:13][CH:12]=[CH:11][CH:10]=1)=[O:6] |f:2.3.4.5|. Procedure: To 48.0 g. (0.398 mole) of valeryl chloride in 100.0 g. (0.680 mole) of m-dichlorobenzene is added portionwise at less than 5°,66.7 g. (0.5 mole) of aluminum chloride. When the addition is complete, the reaction mixture is allowed to stir and slowly warm up to ambient temperature for 2 hours. It is then heated at reflux for 3 hours, and stirred at room temperature for 16 hours. The reaction mixture is poured into iced water, and made acidic with hydrochloric acid. The oil which formed separates,... Starting materials: BrC=1N=C(C(N(C1)C)=O)NC1=CC(=C(C=C1)F)[N+](=O)[O-] (5-Bromo-3-(4-fluoro-3-nitro-phenylamino)-1-methyl-1H-pyrazin-2-one), C(C)(C)(C)C1=CC=C(C(=O)NC2=C(C(=CC=C2)B2OC(C(O2)(C)C)(C)C)C)C=C1 (4-tert-butyl-N-[2-methyl-3-(4,4,5,5-tetramethyl-[1,3,2]dioxaborolan-2-yl)-phenyl]-benzamide), C([O-])([O-])=O.[Na+].[Na+] (sodium carbonate). Reagents/catalysts: C=1C=CC(=CC1)[P](C=2C=CC=CC2)(C=3C=CC=CC3)[Pd]([P](C=4C=CC=CC4)(C=5C=CC=CC5)C=6C=CC=CC6)([P](C=7C=CC=CC7)(C=8C=CC=CC8)C=9C=CC=CC9)[P](C=1C=CC=CC1)(C=1C=CC=CC1)C=1C=CC=CC1 (tetrakis(triphenylphosphine)palladium). The solvent is COCCOC (1,2-dimethoxyethane). Run at time 1 hour. The product is C(C)(C)(C)C1=CC=C(C(=O)NC2=C(C(=CC=C2)C=2N=C(C(N(C2)C)=O)NC2=CC(=C(C=C2)F)[N+](=O)[O-])C)C=C1 (4-tert-Butyl-N-{3-[6-(4-fluoro-3-nitro-phenylamino)-4-methyl-5-oxo-4,5-dihydro-pyrazin-2-yl]-2-methyl-phenyl}-benzamide). Yield: 95.5%. RXN SMILES: Br[C:2]1[N:3]=[C:4]([NH:10][C:11]2[CH:16]=[CH:15][C:14]([F:17])=[C:13]([N+:18]([O-:20])=[O:19])[CH:12]=2)[C:5](=[O:9])[N:6]([CH3:8])[CH:7]=1.[C:21]([C:25]1[CH:49]=[CH:48][C:28]([C:29]([NH:31][C:32]2[CH:37]=[CH:36][CH:35]=[C:34](B3OC(C)(C)C(C)(C)O3)[C:33]=2[CH3:47])=[O:30])=[CH:27][CH:26]=1)([CH3:24])([CH3:23])[CH3:22].C(=O)([O-])[O-].[Na+].[Na+]>C1C=CC([P]([Pd]([P](C2C=CC=CC=2)(C2C=CC=CC=2)C2C=CC=CC=2)([P](C2C=CC=CC=2)(C2C=CC=CC=2)C2C=CC=CC=2)[P](C2C=CC=CC=2)(C2C=CC=CC=2)C2C=CC=CC=2)(C2C=CC=CC=2)C2C=CC=CC=2)=CC=1.COCCOC>[C:21]([C:25]1[CH:49]=[CH:48][C:28]([C:29]([NH:31][C:32]2[CH:37]=[CH:36][CH:35]=[C:34]([C:2]3[N:3]=[C:4]([NH:10][C:11]4[CH:16]=[CH:15][C:14]([F:17])=[C:13]([N+:18]([O-:20])=[O:19])[CH:12]=4)[C:5](=[O:9])[N:6]([CH3:8])[CH:7]=3)[C:33]=2[CH3:47])=[O:30])=[CH:27][CH:26]=1)([CH3:24])([CH3:22])[CH3:23] |f:2.3.4,^1:59,61,80,99|. Procedure details: A mixture of 5-bromo-3-(4-fluoro-3-nitro-phenylamino)-1-methyl-1H-pyrazin-2-one (1) (8.8 g; 25.7 mmol), 4-tert-butyl-N-[2-methyl-3-(4,4,5,5-tetramethyl-[1,3,2]dioxaborolan-2-yl)-phenyl]-benzamide (11.1 g; 28.3 mmol), tetrakis(triphenylphosphine)palladium (1.48 g; 1.28 mmol), 1N sodium carbonate (77 mL; 77 mmol), and 1,2-dimethoxyethane (100 mL) was heated at 100 degrees in a sealed pressure vessel for 16 hr. The mixture was cooled to room temperature, filtered, and the residue washed with water ...